From a dataset of the Open Reaction Database (ORD), a public repository of structured organic reaction records. describe an organic reaction: reactants, conditions, products, and yield Reactants: CC(C)(C)c1cc(N2CCC(=O)NC2=O)cc(CN2CCCC(C(N)=O)C2)c1O, O=C(O)C(F)(F)F. Yields the product CC(C)(C)c1cc(N2CCC(=O)NC2=O)cc(CN2CCCC(O)C2)c1O. As a reaction SMILES: [C:1]([CH3:2])([CH3:3])([CH3:4])[c:5]1[c:6]([OH:29])[c:7]([CH2:8][N:9]2[CH2:10][CH:11]([C:15]([NH2:16])=[O:17])[CH2:12][CH2:13][CH2:14]2)[cH:18][c:19]([N:21]2[C:22](=[O:28])[NH:23][C:24](=[O:27])[CH2:25][CH2:26]2)[cH:20]1.[OH:30][C:31]([C:32]([F:33])([F:34])[F:35])=[O:36]>>[C:1]([CH3:2])([CH3:3])([CH3:4])[c:5]1[c:6]([OH:29])[c:7]([CH2:8][N:9]2[CH2:10][CH:11]([OH:30])[CH2:12][CH2:13][CH2:14]2)[cH:18][c:19]([N:21]2[C:22](=[O:28])[NH:23][C:24](=[O:27])[CH2:25][CH2:26]2)[cH:20]1. The reactants are O (water), C(CCCCCCC\C=C/CCCCCCCC)(=O)CCCCCCCC\C=C/CCCCCCCC[NH-] (N-oleoyloleylamide), [H-].[Al+3].[Li+].[H-].[H-].[H-] (Lithium aluminum hydride), CO (Methanol), resultant suspension. Solvent: C(Cl)Cl (Methylene chloride), C1CCOC1 (THF). Yields the product C(CCCCCCC\C=C/CCCCCCCC)NCCCCCCCC\C=C/CCCCCCCC (dioleylamine). As a reaction SMILES: C([CH2:20][CH2:21][CH2:22][CH2:23][CH2:24][CH2:25][CH2:26][CH2:27]/[CH:28]=[CH:29]\[CH2:30][CH2:31][CH2:32][CH2:33][CH2:34][CH2:35][CH2:36][CH2:37][NH-:38])(=O)CCCCCCC/C=C\CCCCCCCC.[H-].[Al+3].[Li+].[H-].[H-].[H-].CO.O>C1COCC1.C(Cl)Cl>[CH2:20]([NH:38][CH2:37][CH2:36][CH2:35][CH2:34][CH2:33][CH2:32][CH2:31][CH2:30]/[CH:29]=[CH:28]\[CH2:27][CH2:26][CH2:25][CH2:24][CH2:23][CH2:22][CH2:21][CH3:20])[CH2:21][CH2:22][CH2:23][CH2:24][CH2:25][CH2:26][CH2:27]/[CH:28]=[CH:29]\[CH2:30][CH2:31][CH2:32][CH2:33][CH2:34][CH2:35][CH2:36][CH3:37] |f:1.2.3.4.5.6|. Procedure details: A solution of N-oleoyloleylamide (prepared above) in THF (100 mL) was warmed to 40° C. Lithium aluminum hydride was slowly added until violent evolution of gas ceased. The reaction mixture was heated to reflux for one hour and then cooled to room temperature. Methanol (100 mL) was slowly added, followed by water (200 mL). Methylene chloride was added and the resultant suspension was stirred for fifteen minutes. The slurry was filtered and the precipitate was washed with ethanol.backslash.methyle...